Dataset: the Open Reaction Database (ORD), a public repository of structured organic reaction records. Task: describe an organic reaction: reactants, conditions, products, and yield The reactants are C(CCC)C1=NC2=C(N1CC1=CC=C(C=C1)C=1C(=CC=CC1)C(=O)OC(C)(C)C)C=C(C=C2)NCC(=O)NC2CCCCC2 (tert.butyl 4'-[(2-n-butyl-6-(N-cyclohexylaminocarbonylmethylamino)-benzimidazol-1-yl)-methyl]biphenyl-2-carboxylate), FC(C(=O)O)(F)F (trifluoroacetic acid). The product is C(CCC)C1=NC2=C(N1CC1=CC=C(C=C1)C=1C(=CC=CC1)C(=O)O)C=C(C=C2)NCC(=O)NC2CCCCC2 (4'-[(2-n-Butyl-6-(N-cyclohexylaminocarbonylmethylamino)-benzimidazol-1-yl)-methyl]biphenyl-2-carboxylic acid). Reaction SMILES: [CH2:1]([C:5]1[N:9]([CH2:10][C:11]2[CH:16]=[CH:15][C:14]([C:17]3[C:18]([C:23]([O:25]C(C)(C)C)=[O:24])=[CH:19][CH:20]=[CH:21][CH:22]=3)=[CH:13][CH:12]=2)[C:8]2[CH:30]=[C:31]([NH:34][CH2:35][C:36]([NH:38][CH:39]3[CH2:44][CH2:43][CH2:42][CH2:41][CH2:40]3)=[O:37])[CH:32]=[CH:33][C:7]=2[N:6]=1)[CH2:2][CH2:3][CH3:4].FC(F)(F)C(O)=O>>[CH2:1]([C:5]1[N:9]([CH2:10][C:11]2[CH:16]=[CH:15][C:14]([C:17]3[C:18]([C:23]([OH:25])=[O:24])=[CH:19][CH:20]=[CH:21][CH:22]=3)=[CH:13][CH:12]=2)[C:8]2[CH:30]=[C:31]([NH:34][CH2:35][C:36]([NH:38][CH:39]3[CH2:44][CH2:43][CH2:42][CH2:41][CH2:40]3)=[O:37])[CH:32]=[CH:33][C:7]=2[N:6]=1)[CH2:2][CH2:3][CH3:4]. Procedure details: Prepared in analogous manner to Example 9 from tert.butyl 4'-[(2-n-butyl-6-(N-cyclohexylaminocarbonylmethylamino)-benzimidazol-1-yl)-methyl]biphenyl-2-carboxylate and trifluoroacetic acid. Reactants: C(Cl)(Cl)Cl (chloroform), OC=1C=C(C=CC1C(C(CC)C)=O)O (3-hydroxy-4-(1-oxo-2-methylbutyl)phenol), Cl (hydrochloric acid), OC=1C=C(C=CC1C(C(CC)C)=O)O (3-hydroxy-4-(1-oxo-2-methylbutyl)phenol), C(CCCCCCC)OC1=CC=C(C=C1)C1=CC=C(C(=O)Cl)C=C1 (4-(4'-octyloxyphenyl)benzoic acid chloride). Solvent: C(C)OCC (ethyl ether), C(Cl)Cl (methylene chloride), N1=CC=CC=C1 (pyridine). The product is C(CCCCCCC)OC1=CC=C(C=C1)C1=CC=C(C(=O)OC2=CC(=C(C=C2)C(C(CC)C)=O)O)C=C1 (3-hydroxy-4-(1-oxo-2-methylbutyl)phenyl 4-(4'-octyloxyphenyl)benzoate). Yield: 7.8%. Reaction SMILES: [OH:1][C:2]1[CH:3]=[C:4]([OH:14])[CH:5]=[CH:6][C:7]=1[C:8](=[O:13])[CH:9]([CH3:12])[CH2:10][CH3:11].[CH2:15]([O:23][C:24]1[CH:29]=[CH:28][C:27]([C:30]2[CH:38]=[CH:37][C:33]([C:34](Cl)=[O:35])=[CH:32][CH:31]=2)=[CH:26][CH:25]=1)[CH2:16][CH2:17][CH2:18][CH2:19][CH2:20][CH2:21][CH3:22].Cl.C(Cl)(Cl)Cl>N1C=CC=CC=1.C(Cl)Cl.C(OCC)C>[CH2:15]([O:23][C:24]1[CH:25]=[CH:26][C:27]([C:30]2[CH:38]=[CH:37][C:33]([C:34]([O:14][C:4]3[CH:5]=[CH:6][C:7]([C:8](=[O:13])[CH:9]([CH3:12])[CH2:10][CH3:11])=[C:2]([OH:1])[CH:3]=3)=[O:35])=[CH:32][CH:31]=2)=[CH:28][CH:29]=1)[CH2:16][CH2:17][CH2:18][CH2:19][CH2:20][CH2:21][CH3:22]. Reported procedure: 0.5 g of 3-hydroxy-4-(1-oxo-2-methylbutyl)phenol prepared by the process described in (1) was dissolved in 15 ml of anhydrous pyridine, to which added was a solution of 0.7 g of 4-(4'-octyloxyphenyl)benzoic acid chloride dissolved in 20 ml of anhydrous methylene chloride dropwisely over a period of about one hour under stirring. The reaction mixture was stirred at the room temperature for additional 40 hours to proceed the reaction. Then, the reaction mixture was added to 300 ml of dilute hydroc... The reactants are C=O, Cl, O=C(NCC1CCCNC1)C1CCCN1C(=O)C1CCCN1C(=O)CC(c1ccccc1)(c1ccccc1)c1ccccc1. The product is CN1CCCC(CNC(=O)C2CCCN2C(=O)C2CCCN2C(=O)CC(c2ccccc2)(c2ccccc2)c2ccccc2)C1. As a reaction SMILES: [CH2:46]=[O:47].[ClH:1].[NH:2]1[CH2:3][CH:4]([CH2:8][NH:9][C:10](=[O:11])[CH:12]2[N:13]([C:17](=[O:18])[CH:19]3[N:20]([C:24]([CH2:25][C:26]([c:27]4[cH:28][cH:29][cH:30][cH:31][cH:32]4)([c:33]4[cH:34][cH:35][cH:36][cH:37][cH:38]4)[c:39]4[cH:40][cH:41][cH:42][cH:43][cH:44]4)=[O:45])[CH2:21][CH2:22][CH2:23]3)[CH2:14][CH2:15][CH2:16]2)[CH2:5][CH2:6][CH2:7]1>>[N:2]1([CH3:46])[CH2:3][CH:4]([CH2:8][NH:9][C:10](=[O:11])[CH:12]2[N:13]([C:17](=[O:18])[CH:19]3[N:20]([C:24]([CH2:25][C:26]([c:27]4[cH:28][cH:29][cH:30][cH:31][cH:32]4)([c:33]4[cH:34][cH:35][cH:36][cH:37][cH:38]4)[c:39]4[cH:40][cH:41][cH:42][cH:43][cH:44]4)=[O:45])[CH2:21][CH2:22][CH2:23]3)[CH2:14][CH2:15][CH2:16]2)[CH2:5][CH2:6][CH2:7]1. Starting materials: COC(=O)c1cnc(C)c(Br)c1, CC(C)C[AlH]CC(C)C, ClCCl. The product is Cc1ncc(CO)cc1Br. As a reaction SMILES: [Br:1][c:2]1[cH:3][c:4]([C:9](=[O:10])[O:11][CH3:12])[cH:5][n:6][c:7]1[CH3:8].[CH3:13][CH:14]([CH2:15][AlH:16][CH2:17][CH:18]([CH3:19])[CH3:20])[CH3:21].[Cl:22][CH2:23][Cl:24]>>[Br:1][c:2]1[cH:3][c:4]([CH2:9][OH:10])[cH:5][n:6][c:7]1[CH3:8]. Reactants: C(N)(=O)C1N(CCN(C1)C)C1=CC(=NC(=N1)Cl)C(=O)N (6-(2-carbamoyl-4-methylpiperazin-1-yl)-2-chloropyrimidine-4-carboxamide), CC1(OB(OC1(C)C)C1=CC=C(C=C1)OC1=CC=C(C=C1)C(F)(F)F)C (4,4,5,5-tetramethyl-2-(4-(4-(trifluoromethyl)phenoxy)phenyl)-1,3,2-dioxaborolane), C(=O)([O-])[O-].[Na+].[Na+] (Na2CO3). The reagents and catalysts are C1=CC=C(C=C1)P([C-]2C=CC=C2)C3=CC=CC=C3.C1=CC=C(C=C1)P([C-]2C=CC=C2)C3=CC=CC=C3.Cl[Pd]Cl.[Fe+2] (PdCl2(dppf)). Solvent: O1CCOCC1 (dioxane). Conditions: temperature 100 celsius. Yields the product C(N)(=O)C1N(CCN(C1)C)C1=CC(=NC(=N1)C1=CC=C(C=C1)OC1=CC=C(C=C1)C(F)(F)F)C(=O)N (6-(2-carbamoyl-4-methylpiperazin-1-yl)-2-(4-(4-(trifluoromethyl)phenoxy)phenyl)pyrimidine-4-carboxamide), powder. The yield is 54.1%. RXN SMILES: [C:1]([CH:4]1[CH2:9][N:8]([CH3:10])[CH2:7][CH2:6][N:5]1[C:11]1[N:16]=[C:15](Cl)[N:14]=[C:13]([C:18]([NH2:20])=[O:19])[CH:12]=1)(=[O:3])[NH2:2].CC1(C)C(C)(C)OB([C:29]2[CH:34]=[CH:33][C:32]([O:35][C:36]3[CH:41]=[CH:40][C:39]([C:42]([F:45])([F:44])[F:43])=[CH:38][CH:37]=3)=[CH:31][CH:30]=2)O1.C([O-])([O-])=O.[Na+].[Na+]>O1CCOCC1.C1C=CC(P(C2C=CC=CC=2)[C-]2C=CC=C2)=CC=1.C1C=CC(P(C2C=CC=CC=2)[C-]2C=CC=C2)=CC=1.Cl[Pd]Cl.[Fe+2]>[C:1]([CH:4]1[CH2:9][N:8]([CH3:10])[CH2:7][CH2:6][N:5]1[C:11]1[N:16]=[C:15]([C:29]2[CH:30]=[CH:31][C:32]([O:35][C:36]3[CH:41]=[CH:40][C:39]([C:42]([F:43])([F:44])[F:45])=[CH:38][CH:37]=3)=[CH:33][CH:34]=2)[N:14]=[C:13]([C:18]([NH2:20])=[O:19])[CH:12]=1)(=[O:3])[NH2:2] |f:2.3.4,6.7.8.9|. Procedure details: To a mixture of 6-(2-carbamoyl-4-methylpiperazin-1-yl)-2-chloropyrimidine-4-carboxamide (0.300 g, 1.00 mmol) in dioxane (5 mL) was added 4,4,5,5-tetramethyl-2-(4-(4-(trifluoromethyl)phenoxy)phenyl)-1,3,2-dioxaborolane (0.404 g, 1.11 mmol), 2M aqueous Na2CO3 (1.0 mL, 2.0 mmol) and PdCl2(dppf) (0.046 g, 0.056 mmol). The reaction vessel was flushed with argon, sealed and heated at 100° C. overnight. After cooling, the reaction mixture was evaporated in vacuo and the residue chromatographed over sil...